Dataset: the Open Reaction Database (ORD), a public repository of structured organic reaction records. Task: describe an organic reaction: reactants, conditions, products, and yield Reactants: C(CCC)[Li] (n-Butyl lithium), C[Si](C)(C)C#C (Trimethylsilylacetylene), C(C(C)C)C1CN2CCC3=C(C2CC1=O)C=C(C(=C3)OC)OC (3-isobutyl-9-,10-dimethoxy-1,3,4,6,7,11b-hexahydro-2H-benzo[a]quinolizin-2-one). Run in C1CCOC1 (THF), C1CCOC1 (THF). Run at temperature 20 celsius. Yields the product OC1(C(CN2CCC3=C(C2C1)C=C(C(=C3)OC)OC)CC(C)C)C#C (2-Hydroxy-2-ethynyI-3-(2-methylpropyl)-9,10-dimethoxy -1,3,4,6,7,11b-hexahydro-2H-benzo[a]quinolizine). Isolated yield 53.7%. RXN SMILES: C[Si]([C:5]#[CH:6])(C)C.C([Li])CCC.[CH2:12]([CH:16]1[C:25](=[O:26])[CH2:24][CH:23]2[N:18]([CH2:19][CH2:20][C:21]3[CH:30]=[C:29]([O:31][CH3:32])[C:28]([O:33][CH3:34])=[CH:27][C:22]=32)[CH2:17]1)[CH:13]([CH3:15])[CH3:14]>C1COCC1>[OH:26][C:25]1([C:5]#[CH:6])[CH2:24][CH:23]2[N:18]([CH2:19][CH2:20][C:21]3[CH:30]=[C:29]([O:31][CH3:32])[C:28]([O:33][CH3:34])=[CH:27][C:22]=32)[CH2:17][CH:16]1[CH2:12][CH:13]([CH3:15])[CH3:14]. Reported procedure: Trimethylsilylacetylene (2 eqs.; 20.4 mmol; 2.88 mL) was dissolved in 80 mL of dry THF and stirred under a nitrogen atmosphere at -5° to 0° C. n-Butyl lithium (20.4 mmol, 12.72 mL) was added dropwise with stirring followed by dropwise addition of a solution of 3-isobutyl-9-,10-dimethoxy-1,3,4,6,7,11b-hexahydro-2H-benzo[a]quinolizin-2-one (TBZ) in 30 mL dry THF. The reaction mixture was stirred at -5° to 0° C. for 1 h, allowed to warm slowly to 20° C., and stirred for 2 h at 20° C. The reaction w... Starting materials: [BH3-]C#N, C=O, CC(=O)O, CC(=O)[O-], CN1C(=O)CCN(C2CCCC2)c2nc(Nc3cc(F)c(C(=O)NC4CCNC4)cc3Cl)ncc21, [Na+], [Na+]. The product is CN1CCC(NC(=O)c2cc(Cl)c(Nc3ncc4c(n3)N(C3CCCC3)CCC(=O)N4C)cc2F)C1. Reaction SMILES: [C:45]([BH3-:46])#[N:47].[CH2:49]=[O:50].[CH3:36][C:37](=[O:38])[OH:39].[CH3:41][C:42](=[O:43])[O-:44].[Cl:1][c:2]1[c:3]([NH:17][c:18]2[n:19][cH:20][c:21]3[c:27]([n:28]2)[N:26]([CH:29]2[CH2:30][CH2:31][CH2:32][CH2:33]2)[CH2:25][CH2:24][C:23](=[O:34])[N:22]3[CH3:35])[cH:4][c:5]([F:16])[c:6]([C:7](=[O:8])[NH:9][CH:10]2[CH2:11][NH:12][CH2:13][CH2:14]2)[cH:15]1.[Na+:40].[Na+:48]>>[Cl:1][c:2]1[c:3]([NH:17][c:18]2[n:19][cH:20][c:21]3[c:27]([n:28]2)[N:26]([CH:29]2[CH2:30][CH2:31][CH2:32][CH2:33]2)[CH2:25][CH2:24][C:23](=[O:34])[N:22]3[CH3:35])[cH:4][c:5]([F:16])[c:6]([C:7](=[O:8])[NH:9][CH:10]2[CH2:11][N:12]([CH3:36])[CH2:13][CH2:14]2)[cH:15]1. Procedure details: 1M aqueous hydrochloric acid solution was added into the 5-chloro-N-(2,4-difluoro-3-(3-(9-(tetrahydro-2H-pyran-2-yl)-9H-purin-6-yl)pyridin-2-ylamino)phenyl)thiophene-2-sulfonamide (20 mg, 0.033 mmol) prepared at Step 10 and stirred for 2 hours. After the reaction, the reactant was washed with an aqueous solution of sodium hydrogen carbonate and salt water. After extraction with ethylacetate, the organic layer was dried with sulfuric anhydride magnesium and vacuum concentrated, and then refined b... Product: N1=CN=C2NC=NC2=C1C=1C(=NC=CC1)NC=1C(=C(C=CC1F)NS(=O)(=O)C=1SC(=CC1)Cl)F (N-(3-(3-(9H-purin-6-yl)pyridin-2-ylamino)-2,4-difluorophenyl)-5-chlorothiophene-2-sulfonamide). The reactants are Cl (hydrochloric acid), ClC1=CC=C(S1)S(=O)(=O)NC1=C(C(=C(C=C1)F)NC1=NC=CC=C1C1=C2N=CN(C2=NC=N1)C1OCCCC1)F (5-chloro-N-(2,4-difluoro-3-(3-(9-(tetrahydro-2H-pyran-2-yl)-9H-purin-6-yl)pyridin-2-ylamino)phenyl)thiophene-2-sulfonamide). Reaction conditions: time 2 hour. As a reaction SMILES: Cl.[Cl:2][C:3]1[S:7][C:6]([S:8]([NH:11][C:12]2[CH:17]=[CH:16][C:15]([F:18])=[C:14]([NH:19][C:20]3[C:25]([C:26]4[N:34]=[CH:33][N:32]=[C:31]5[C:27]=4[N:28]=[CH:29][N:30]5C4CCCCO4)=[CH:24][CH:23]=[CH:22][N:21]=3)[C:13]=2[F:41])(=[O:10])=[O:9])=[CH:5][CH:4]=1>>[N:34]1[C:26]([C:25]2[C:20]([NH:19][C:14]3[C:13]([F:41])=[C:12]([NH:11][S:8]([C:6]4[S:7][C:3]([Cl:2])=[CH:4][CH:5]=4)(=[O:10])=[O:9])[CH:17]=[CH:16][C:15]=3[F:18])=[N:21][CH:22]=[CH:23][CH:24]=2)=[C:27]2[C:31]([NH:30][CH:29]=[N:28]2)=[N:32][CH:33]=1. The reactants are CC1(CC(C(C(N1)=O)C(=O)OC)=O)C (methyl 6,6-dimethylpiperidine-2,4-dione-3-carboxylate), O (water). Reagents/catalysts: Cl (hydrochloric acid). Solvent: C(C)#N (acetonitrile). Yields the product CC1(CC(CC(N1)=O)=O)C (6,6-dimethylpiperidine-2,4-dione). Yield: 39.2%. Reaction SMILES: [CH3:1][C:2]1([CH3:14])[NH:7][C:6](=[O:8])[CH:5](C(OC)=O)[C:4](=[O:13])[CH2:3]1.O>Cl.C(#N)C>[CH3:1][C:2]1([CH3:14])[NH:7][C:6](=[O:8])[CH2:5][C:4](=[O:13])[CH2:3]1. Procedure details: A mixture of methyl 6,6-dimethylpiperidine-2,4-dione-3-carboxylate (26.3 g), water (30 ml) and concentrated hydrochloric acid (3 drops) in acetonitrile (300 ml) was heated at reflux for 4 hours. The cooled solution was evaporated under reduced pressure and the residue recrystallised from water (50 ml) to give 6,6-dimethylpiperidine-2,4-dione (7.3 g), mp 183°-184° C., as a cream crystalline solid. The reactants are CCc1nc2c(C)cc(C)nc2n1-c1ccc(CCCl)cc1, [N-]=[N+]=[N-], [Na+], CN(C)C=O, O. The product is CCc1nc2c(C)cc(C)nc2n1-c1ccc(CCN=[N+]=[N-])cc1. Reaction SMILES: [Cl:1][CH2:2][CH2:3][c:4]1[cH:5][cH:6][c:7](-[n:10]2[c:11]([CH2:21][CH3:22])[n:12][c:13]3[c:14]2[n:15][c:16]([CH3:20])[cH:17][c:18]3[CH3:19])[cH:8][cH:9]1.[N-:24]=[N+:25]=[N-:26].[Na+:23].[O:28]=[CH:29][N:30]([CH3:31])[CH3:32].[OH2:27]>>[CH2:2]([CH2:3][c:4]1[cH:5][cH:6][c:7](-[n:10]2[c:11]([CH2:21][CH3:22])[n:12][c:13]3[c:14]2[n:15][c:16]([CH3:20])[cH:17][c:18]3[CH3:19])[cH:8][cH:9]1)[N:24]=[N+:25]=[N-:26]. As a reaction SMILES: [NH2:1][C:2]1[C:3]([F:13])=[CH:4][C:5]2[S:10][CH2:9][C:8](=[O:11])[NH:7][C:6]=2[CH:12]=1.[CH2:14]([C@H:16]1[O:18][CH2:17]1)[Cl:15]>CCO.O>[Cl:15][CH2:14][CH:16]([OH:18])[CH2:17][NH:1][C:2]1[C:3]([F:13])=[CH:4][C:5]2[S:10][CH2:9][C:8](=[O:11])[NH:7][C:6]=2[CH:12]=1 |f:2.3|. The yield is 57.1%. Procedure details: A solution of 6-amino-7-fluoro-4H-benzo[1,4]thiazin-3-one (1 g, 5 mmol, Bioscience, Biotechnology, and Biochemistry 1994, 58, 788) and (S)-epichlorohydrin (0.467 g, 5 mmol) in EtOH/H2O (9:1, 20 mL) was heated at 80° C. for 3 d. The volatiles were removed under reduced pressure and the residue was crystallized from MeOH to give a brown solid (0.83 g, 57%). Yields the product ClCC(CNC=1C(=CC2=C(NC(CS2)=O)C1)F)O (6-(3-Chloro-2-hydroxy-propylamino)-7-fluoro-4H-benzo[1,4]thiazin-3-one). Solvent: CCO.O (EtOH H2O). Reactants: NC=1C(=CC2=C(NC(CS2)=O)C1)F (6-amino-7-fluoro-4H-benzo[1,4]thiazin-3-one), C(Cl)[C@@H]1CO1 ((S)-epichlorohydrin).